From a dataset of the Open Reaction Database (ORD), a public repository of structured organic reaction records. describe an organic reaction: reactants, conditions, products, and yield The reactants are C1(CC1)N1C=C(C(C2=CC(=C(C(=C12)F)F)F)=O)C(=O)O (1-cyclopropyl-6,7,8-trifluoro-1,4-dihydro-4-oxo-3-quinolinecarboxylic acid), C(C)NCC1CNCC1C (3-ethylaminomethyl-4-methylpyrrolidine), C1CCC2=NCCCN2CC1 (DBU). Run in C(C)#N (acetonitrile). Run at time 8 hour. Yields the product C1(CC1)N1C=C(C(C2=CC(=C(C(=C12)F)N1CC(C(C1)C)CNCC)F)=O)C(=O)O (1-Cyclopropyl-7-(3-ethylaminomethyl-4-methyl-1-pyrrolidinyl)-6,8-difluoro-1,4-dihydro-4-oxo-3-quinolinecarboxylic acid). The yield is 65.7%. As a reaction SMILES: [CH:1]1([N:4]2[C:13]3[C:8](=[CH:9][C:10]([F:16])=[C:11](F)[C:12]=3[F:14])[C:7](=[O:17])[C:6]([C:18]([OH:20])=[O:19])=[CH:5]2)[CH2:3][CH2:2]1.[CH2:21]([NH:23][CH2:24][CH:25]1[CH:29]([CH3:30])[CH2:28][NH:27][CH2:26]1)[CH3:22].C1CCN2C(=NCCC2)CC1>C(#N)C>[CH:1]1([N:4]2[C:13]3[C:8](=[CH:9][C:10]([F:16])=[C:11]([N:27]4[CH2:28][CH:29]([CH3:30])[CH:25]([CH2:24][NH:23][CH2:21][CH3:22])[CH2:26]4)[C:12]=3[F:14])[C:7](=[O:17])[C:6]([C:18]([OH:20])=[O:19])=[CH:5]2)[CH2:2][CH2:3]1. Procedure: A mixture of 1-cyclopropyl-6,7,8-trifluoro-1,4-dihydro-4-oxo-3-quinolinecarboxylic acid (0.5 g), anhydrous acetonitrile (5 ml), 3-ethylaminomethyl-4-methylpyrrolidine (0.38 g) and DBU (0.27 g) was refluxed for an hour and allowed to stand overnight at room temperature. The resulting precipitate was collected by filtration, washed with acetonitrile and ether successively and recrystallized from chloroform-methanol-concentrated aqueous ammonia to give the title compound (0.47 g) as pale yellow pow... Starting materials: ClC=1C=C(C=CC1Cl)[C@H]1[C@@H](CN(CCO1)C(=O)OC(C)(C)C)COS(=O)(=O)C (tert-butyl (6S,7R)-7-(3,4-dichlorophenyl)-6-{[(methylsulfonyl)oxy]methyl}-1,4-oxazepane-4-carboxylate), C1(CC1)C1=NNC(=C1)C(=O)OCC (ethyl 3-cyclopropyl-1H-pyrazole-5-carboxylate). Product: Cl.C1(CC1)C1=CC(=NN1C[C@@H]1CNCCO[C@H]1C1=CC(=C(C=C1)Cl)Cl)C(=O)O (5-cyclopropyl-1-{[(6S,7R)-7-(3,4-dichlorophenyl)-1,4-oxazepan-6-yl]methyl}-1H-pyrazole-3-carboxylic acid monohydrochloride). As a reaction SMILES: [Cl:1][C:2]1[CH:3]=[C:4]([C@@H:9]2[O:15][CH2:14][CH2:13][N:12](C(OC(C)(C)C)=O)[CH2:11][C@H:10]2[CH2:23]OS(C)(=O)=O)[CH:5]=[CH:6][C:7]=1[Cl:8].[CH:29]1([C:32]2[CH:36]=[C:35]([C:37]([O:39]CC)=[O:38])[NH:34][N:33]=2)[CH2:31][CH2:30]1>>[ClH:1].[CH:29]1([C:32]2[N:33]([CH2:23][C@H:10]3[C@H:9]([C:4]4[CH:5]=[CH:6][C:7]([Cl:8])=[C:2]([Cl:1])[CH:3]=4)[O:15][CH2:14][CH2:13][NH:12][CH2:11]3)[N:34]=[C:35]([C:37]([OH:39])=[O:38])[CH:36]=2)[CH2:30][CH2:31]1 |f:2.3|. Procedure: Using tert-butyl (6S,7R)-7-(3,4-dichlorophenyl)-6-{[(methylsulfonyl)oxy]methyl}-1,4-oxazepane-4-carboxylate and, ethyl 3-cyclopropyl-1H-pyrazole-5-carboxylate, and in the same manner as in Example 44, the title compound was obtained.